From a dataset of the Open Reaction Database (ORD), a public repository of structured organic reaction records. describe an organic reaction: reactants, conditions, products, and yield The reactants are ClCCCl, CN(C)c1ccncc1, Clc1ccc(C(c2ccccc2)N2CCNCC2)cc1, ClCCl, O=C(O)CC(c1ccccc1)c1ccccc1. The product is O=C(CC(c1ccccc1)c1ccccc1)N1CCN(C(c2ccccc2)c2ccc(Cl)cc2)CC1. RXN SMILES: [CH2:38]([Cl:39])[CH2:40][Cl:41].[CH3:45][N:46]([c:47]1[cH:48][cH:49][n:50][cH:51][cH:52]1)[CH3:53].[Cl:1][c:2]1[cH:3][cH:4][c:5]([CH:8]([N:9]2[CH2:10][CH2:11][NH:12][CH2:13][CH2:14]2)[c:15]2[cH:16][cH:17][cH:18][cH:19][cH:20]2)[cH:6][cH:7]1.[Cl:42][CH2:43][Cl:44].[c:21]1([CH:27]([CH2:28][C:29](=[O:30])[OH:31])[c:32]2[cH:33][cH:34][cH:35][cH:36][cH:37]2)[cH:22][cH:23][cH:24][cH:25][cH:26]1>>[Cl:1][c:2]1[cH:3][cH:4][c:5]([CH:8]([N:9]2[CH2:10][CH2:11][N:12]([C:29]([CH2:28][CH:27]([c:21]3[cH:22][cH:23][cH:24][cH:25][cH:26]3)[c:32]3[cH:33][cH:34][cH:35][cH:36][cH:37]3)=[O:30])[CH2:13][CH2:14]2)[c:15]2[cH:16][cH:17][cH:18][cH:19][cH:20]2)[cH:6][cH:7]1. Reactants: CC(C(C1OC(C(C(C1O)O)O)SC)NC(=O)C1NCCC(=CC1)CCC)C (5-Propyl-2,3,6,7-tetrahydro-1H-azepine-2-carboxylic acid [2-methyl-1-(3,4,5-trihydroxy-6-methylsulfanyl-tetrahydro-pyran-2-yl)-propyl]-amide). The reagents and catalysts are [Pd] (Pd/C). Solvent: CO (methanol). Reaction conditions: time 2 day. The product is CC(C(C1OC(C(C(C1O)O)O)SC)NC(=O)C1NCCC(CC1)CCC)C (5-Propyl-azepane-2-carboxylic acid [2-methyl-1-(3,4,5-trihydroxy-6-methylsulfanyl-tetrahydro-pyran-2-yl)-propyl]-amide). Isolated yield 26.5%. Reaction SMILES: [CH3:1][CH:2]([CH3:28])[CH:3]([NH:15][C:16]([CH:18]1[CH2:24][CH:23]=[C:22]([CH2:25][CH2:26][CH3:27])[CH2:21][CH2:20][NH:19]1)=[O:17])[CH:4]1[CH:9]([OH:10])[CH:8]([OH:11])[CH:7]([OH:12])[CH:6]([S:13][CH3:14])[O:5]1>CO.[Pd]>[CH3:1][CH:2]([CH3:28])[CH:3]([NH:15][C:16]([CH:18]1[CH2:24][CH2:23][CH:22]([CH2:25][CH2:26][CH3:27])[CH2:21][CH2:20][NH:19]1)=[O:17])[CH:4]1[CH:9]([OH:10])[CH:8]([OH:11])[CH:7]([OH:12])[CH:6]([S:13][CH3:14])[O:5]1. Procedure details: To a solution of 5-Propyl-2,3,6,7-tetrahydro-1H-azepine-2-carboxylic acid [2-methyl-1-(3,4,5-trihydroxy-6-methylsulfanyl-tetrahydro-pyran-2-yl)-propyl]-amide (112.4 mg, 0.212 mmol) in methanol (8.0 mL) was added 10% Pd/C degusa wet form (100 mg). The resulting suspension was hydrogenated at 50 psi for two days. The reaction mixture was filtered through celite, then a 0.45 μm PTFE membrane and evaporation to dryness to furnish the crude product (96 mg, 88%). The crude product was purified by semi... Reactants: CCC(=O)c1cnc2c(OCCCSC)cccc2c1Cl, CC#N, Cc1ccccc1N. Product: CCC(=O)c1cnc2c(OCCCSC)cccc2c1Nc1ccccc1C. Reaction SMILES: [C:1]([CH2:2][CH3:3])(=[O:4])[c:5]1[cH:6][n:7][c:8]2[c:9]([O:16][CH2:17][CH2:18][CH2:19][S:20][CH3:21])[cH:10][cH:11][cH:12][c:13]2[c:14]1[Cl:15].[CH3:30][C:31]#[N:32].[NH2:22][c:23]1[c:24]([CH3:29])[cH:25][cH:26][cH:27][cH:28]1>>[C:1]([CH2:2][CH3:3])(=[O:4])[c:5]1[cH:6][n:7][c:8]2[c:9]([O:16][CH2:17][CH2:18][CH2:19][S:20][CH3:21])[cH:10][cH:11][cH:12][c:13]2[c:14]1[NH:22][c:23]1[c:24]([CH3:29])[cH:25][cH:26][cH:27][cH:28]1. The reactants are ClC1=CC=C(S1)C1CC(CC(C1)=O)=O (5-(5-chloro-2-thienyl)cyclohexane-1,3-dione), Cl.NCC#CC (1-amino-2-butyne hydrochloride), O1CCCC1 (tetrahydrofuran). Solvent: C(C)N(CC)CC (triethylamine). Conditions: time 1 hour. Product: ClC1=CC=C(S1)C1CC(C=2C(=CC=NC2C1)C)=O (7-(5-chloro-2-thienyl)-4-methyl-5,6,7,8-tetrahydroquinolin-5-one). Isolated yield 30.0%. As a reaction SMILES: [Cl:1][C:2]1[S:6][C:5]([CH:7]2[CH2:12][C:11](=[O:13])[CH2:10][C:9](=O)[CH2:8]2)=[CH:4][CH:3]=1.Cl.[NH2:16][CH2:17][C:18]#[C:19][CH3:20].O1CCCC1>C(N(CC)CC)C>[Cl:1][C:2]1[S:6][C:5]([CH:7]2[CH2:8][C:9]3[N:16]=[CH:17][CH:18]=[C:19]([CH3:20])[C:10]=3[C:11](=[O:13])[CH2:12]2)=[CH:4][CH:3]=1 |f:1.2|. Reported procedure: To a mixture of 5-(5-chloro-2-thienyl)cyclohexane-1,3-dione (2.2 g), 1-amino-2-butyne hydrochloride (1.0 g) and tetrahydrofuran (40 ml) was added triethylamine (0.96 g), and the mixture was stirred at room temperature for 1 hour, refluxed for 12 hours and cooled. Insoluble materials were filtered off, and under reduced pressure, the solvent was evaporated. The residue was stirred at 250° C. for 3.5 hours, cooled and purified with silica gel column chromatography (EtOAc/hexane) to give oil of 7-(...